This data is from the Open Reaction Database (ORD), a public repository of structured organic reaction records. The task is: describe an organic reaction: reactants, conditions, products, and yield Reaction SMILES: [C:1]([NH:4][C:5]1[S:6][C:7]([C:11]2[CH:12]=[C:13]([S:17](Cl)(=[O:19])=[O:18])[S:14][C:15]=2[Br:16])=[C:8]([CH3:10])[N:9]=1)(=[O:3])[CH3:2].[CH2:21]([NH2:24])[CH:22]=[CH2:23].CCN(C(C)C)C(C)C>C(Cl)Cl>[CH2:21]([NH:24][S:17]([C:13]1[S:14][C:15]([Br:16])=[C:11]([C:7]2[S:6][C:5]([NH:4][C:1](=[O:3])[CH3:2])=[N:9][C:8]=2[CH3:10])[CH:12]=1)(=[O:19])=[O:18])[CH:22]=[CH2:23]. The product is C(C=C)NS(=O)(=O)C1=CC(=C(S1)Br)C1=C(N=C(S1)NC(C)=O)C (N-(5-{5-[(allylamino)sulfonyl]-2-bromo-3-thienyl}-4-methyl-1,3-thiazol-2-yl)acetamide). Run in C(Cl)Cl (DCM). Starting materials: C(C)(=O)NC=1SC(=C(N1)C)C=1C=C(SC1Br)S(=O)(=O)Cl (4-[2-(Acetylamino)-4-methyl-1,3-thiazol-5-yl]-5-bromothiophene-2-sulfonylchloride), C(C=C)N (Allyl amine), CCN(C(C)C)C(C)C (DIEA). Procedure details: 4-[2-(Acetylamino)-4-methyl-1,3-thiazol-5-yl]-5-bromothiophene-2-sulfonylchloride, prepared as in Step III of Example 23 (100 mg; 0.229 mmol; 1 eq) is dissolved in DCM (10 ml). Allyl amine (0.15 ml; 1.14 mmol; 5 eq) and DIEA (0.17 ml; 0.70 mmol; 3 eq) are added under a nitrogen atmosphere. After 2 hours reaction, solvents are evaporated. The crude product is dissolved in DCM and washed with NH4Cl saturated solution, water and dried over MgSO4. After evaporation of the solvents, crude material is... Reactants: CC(C)(C)c1cc[nH]n1, ClC(Cl)Cl, O=C1CCC(=O)N1Cl. The product is CC(C)(C)c1n[nH]cc1Cl. RXN SMILES: [C:1]([CH3:2])([CH3:3])([CH3:4])[c:5]1[n:6][nH:7][cH:8][cH:9]1.[CH:18]([Cl:19])([Cl:20])[Cl:21].[Cl:10][N:11]1[C:12](=[O:13])[CH2:14][CH2:15][C:16]1=[O:17]>>[C:1]([CH3:2])([CH3:3])([CH3:4])[c:5]1[n:6][nH:7][cH:8][c:9]1[Cl:10].